Dataset: the Open Reaction Database (ORD), a public repository of structured organic reaction records. Task: describe an organic reaction: reactants, conditions, products, and yield Starting materials: Cc1c(C)c2c(c(C)c1OCC(=O)OC(C)(C)C)C(=O)CC(C)(COc1ccc(CC3(CC(=O)OC(C)(C)C)SC(=O)N(CC(=O)OC(C)(C)C)C3=O)cc1)O2, O=C([O-])[O-], CCOC(C)=O, CO, Cl, [K+], [K+], NO, c1ccncc1. Product: Cc1c(C)c2c(c(C)c1OCC(=O)OC(C)(C)C)C(=NO)CC(C)(COc1ccc(CC3(CC(=O)OC(C)(C)C)SC(=O)N(CC(=O)OC(C)(C)C)C3=O)cc1)O2. As a reaction SMILES: [C:1]([CH3:2])([CH3:3])([CH3:4])[O:5][C:6](=[O:7])[CH2:8][O:9][c:10]1[c:11]([CH3:56])[c:12]2[c:17]([c:18]([CH3:21])[c:19]1[CH3:20])[O:16][C:15]([CH3:22])([CH2:23][O:24][c:25]1[cH:26][cH:27][c:28]([CH2:29][C:30]3([CH2:45][C:46](=[O:47])[O:48][C:49]([CH3:50])([CH3:51])[CH3:52])[C:31](=[O:44])[N:32]([CH2:36][C:37](=[O:38])[O:39][C:40]([CH3:41])([CH3:42])[CH3:43])[C:33](=[O:35])[S:34]3)[cH:53][cH:54]1)[CH2:14][C:13]2=[O:55].[C:66](=[O:67])([O-:68])[O-:69].[CH3:72][CH2:73][O:74][C:75](=[O:76])[CH3:77].[CH3:78][OH:79].[ClH:57].[K+:70].[K+:71].[NH2:58][OH:59].[cH:60]1[cH:61][cH:62][n:63][cH:64][cH:65]1>>[C:1]([CH3:2])([CH3:3])([CH3:4])[O:5][C:6](=[O:7])[CH2:8][O:9][c:10]1[c:11]([CH3:56])[c:12]2[c:17]([c:18]([CH3:21])[c:19]1[CH3:20])[O:16][C:15]([CH3:22])([CH2:23][O:24][c:25]1[cH:26][cH:27][c:28]([CH2:29][C:30]3([CH2:45][C:46](=[O:47])[O:48][C:49]([CH3:50])([CH3:51])[CH3:52])[C:31](=[O:44])[N:32]([CH2:36][C:37](=[O:38])[O:39][C:40]([CH3:41])([CH3:42])[CH3:43])[C:33](=[O:35])[S:34]3)[cH:53][cH:54]1)[CH2:14][C:13]2=[N:58][OH:59]. Starting materials: N1=CN(C2=NC=CC=C21)C2=CC=C(C=C2)CC(=O)O ((4-imidazo[4,5-b]pyridin-3-yl-phenyl)-acetic acid), CN(C1=C(C=C(C=C1)N)C(F)(F)F)C1CCN(CC1)C (4-[methyl-(1-methyl-piperidin-4-yl)-amino]-3-trifluoromethyl-phenylamine). Run in C(Cl)Cl.CO (CH2Cl2 MeOH). Product: N1=CN(C2=NC=CC=C21)C2=CC=C(C=C2)CC(=O)NC2=CC(=C(C=C2)N(C2CCN(CC2)C)C)C(F)(F)F (2-(4-Imidazo[4,5-b]pyridin-3-yl-phenyl)-N-{4-[methyl-(1-methyl-piperidin-4-yl)-amino]-3-trifluoromethyl-phenyl}-acetamide). Reaction SMILES: [N:1]1[C:9]2[C:4](=[N:5][CH:6]=[CH:7][CH:8]=2)[N:3]([C:10]2[CH:15]=[CH:14][C:13]([CH2:16][C:17]([OH:19])=O)=[CH:12][CH:11]=2)[CH:2]=1.[CH3:20][N:21]([CH:33]1[CH2:38][CH2:37][N:36]([CH3:39])[CH2:35][CH2:34]1)[C:22]1[CH:27]=[CH:26][C:25]([NH2:28])=[CH:24][C:23]=1[C:29]([F:32])([F:31])[F:30]>C(Cl)Cl.CO>[N:1]1[C:9]2[C:4](=[N:5][CH:6]=[CH:7][CH:8]=2)[N:3]([C:10]2[CH:11]=[CH:12][C:13]([CH2:16][C:17]([NH:28][C:25]3[CH:26]=[CH:27][C:22]([N:21]([CH3:20])[CH:33]4[CH2:34][CH2:35][N:36]([CH3:39])[CH2:37][CH2:38]4)=[C:23]([C:29]([F:32])([F:30])[F:31])[CH:24]=3)=[O:19])=[CH:14][CH:15]=2)[CH:2]=1 |f:2.3|. Procedure details: The title compound is prepared as described in Example 1 but using (4-imidazo[4,5-b]pyridin-3-yl-phenyl)-acetic acid (Step 7.1) and 4-[methyl-(1-methyl-piperidin-4-yl)-amino]-3-trifluoromethyl-phenylamine. Title compound: ES-MS: 523.0 [M+H]+; single peak at tR=3.33 min (System 1); Rf=0.18 (CH2Cl2/MeOH+1% NH3aq, 9:1). The reactants are C(CCC)OC(=O)N1C2=CC=CC=C2C=2N=C3C=CC=CC3=CC12 (10-Butyloxycarbonylquindoline), CI (methyl iodide). The solvent is CO (methyl alcohol). Conditions: temperature 120 celsius. Yields the product I.C[NH+]1C=2C=CC=CC2C=C2N=C3C=CC=CC3=C12 (5-methylquindolinium hydroiodide). RXN SMILES: C(O[C:6]([N:8]1[C:24]2C=[C:22]3[C:17]([CH:18]=[CH:19][CH:20]=[CH:21]3)=[N:16][C:15]=2[C:14]2[C:9]1=[CH:10][CH:11]=[CH:12][CH:13]=2)=O)CCC.[CH3:25][I:26]>CO>[IH:26].[CH3:6][NH+:8]1[C:24]2[C:15]([N:16]=[C:17]3[C:22]=2[CH:21]=[CH:20][CH:19]=[CH:18]3)=[CH:25][C:14]2[CH:13]=[CH:12][CH:11]=[CH:10][C:9]1=2 |f:3.4|. Reported procedure: A mixture of 10-butyloxycarbonylquindoline (100 mg, 0.31 mmol) from Example 10, methyl alcohol (5 mL) and methyl iodide (45 mL, 0.70 mmol) was heated in a bomb at 120° C. for 4 hours. After cooling, the resulting yellow precipitate (93 mg, 82.3%) was filtered, washed with ethanol, then washed with ether and hexane to afford 5-methylquindolinium hydroiodide identical to that obtained above in Example 3.